From a dataset of the Open Reaction Database (ORD), a public repository of structured organic reaction records. describe an organic reaction: reactants, conditions, products, and yield Starting materials: COC(C)=C(C#N)C(=O)c1ccccc1, CCCCN. Yields the product CCCCNC(C)=C(C#N)C(=O)c1ccccc1. Reaction SMILES: [C:1]([c:2]1[cH:3][cH:4][cH:5][cH:6][cH:7]1)(=[O:8])[C:9]([C:10]#[N:11])=[C:12]([CH3:13])[O:14][CH3:15].[CH2:16]([CH2:17][CH2:18][CH3:19])[NH2:20]>>[C:1]([c:2]1[cH:3][cH:4][cH:5][cH:6][cH:7]1)(=[O:8])[C:9]([C:10]#[N:11])=[C:12]([CH3:13])[NH:20][CH2:16][CH2:17][CH2:18][CH3:19]. The reactants are NC1=NC=C(C=C1)F (2-amino-5-fluoropyridine), ClCC(CC(=O)OCC)=O (ethyl 4-chloro-acetoacetate), polyphosphoric acid. Conditions: temperature 110 celsius, time 4 hour. The product is ClCC=1N=C2N(C(C1)=O)C=C(C=C2)F (2-(chloro-methyl)-7-fluoro-4H-pyrido[1,2-a]pyrimidin-4-one). RXN SMILES: [NH2:1][C:2]1[CH:7]=[CH:6][C:5]([F:8])=[CH:4][N:3]=1.[Cl:9][CH2:10][C:11](=O)[CH2:12][C:13](OCC)=[O:14]>>[Cl:9][CH2:10][C:11]1[N:1]=[C:2]2[CH:7]=[CH:6][C:5]([F:8])=[CH:4][N:3]2[C:13](=[O:14])[CH:12]=1. Reported procedure: A mixture of 2-amino-5-fluoropyridine (5.1673 g, 46.09 mmol), ethyl 4-chloro-acetoacetate (8.097 mL, 59.92 mmol), and polyphosphoric acid (80.00 g) was stirred at 110° C. After 4 h, the mixture was removed from the heat. The cooled mixture was suspended in water (100 mL) and the mixture was neutralized with 2 N NaOH (550 mL) until the pH 7. The resulting precipitate was collected by filtration, washed with water (1 L), and air-dried overnight to give 2-(chloro-methyl)-7-fluoro-4H-pyrido[1,2-a]py... Starting materials: CCOC(=O)c1c(O)c2cc(C)ccc2n(Cc2ccccc2)c1=O, CO, ClCCl, C=[N+]=[N-]. Yields the product CCOC(=O)c1c(OC)c2cc(C)ccc2n(Cc2ccccc2)c1=O. As a reaction SMILES: [CH2:1]([c:2]1[cH:3][cH:4][cH:5][cH:6][cH:7]1)[n:8]1[c:9](=[O:25])[c:10]([C:20](=[O:21])[O:22][CH2:23][CH3:24])[c:11]([OH:19])[c:12]2[cH:13][c:14]([CH3:18])[cH:15][cH:16][c:17]12.[CH3:26][OH:27].[Cl:31][CH2:32][Cl:33].[N+:28](=[N-:29])=[CH2:30]>>[CH2:1]([c:2]1[cH:3][cH:4][cH:5][cH:6][cH:7]1)[n:8]1[c:9](=[O:25])[c:10]([C:20](=[O:21])[O:22][CH2:23][CH3:24])[c:11]([O:19][CH3:30])[c:12]2[cH:13][c:14]([CH3:18])[cH:15][cH:16][c:17]12.